Dataset: the Open Reaction Database (ORD), a public repository of structured organic reaction records. Task: describe an organic reaction: reactants, conditions, products, and yield The reactants are ClCC(=O)C1=CC=CC=C1 (2-chloro-1-phenylethanone), C(=O)([O-])[O-].[K+].[K+] (K2CO3), Cl.Cl.C(C1=CC=CC=C1)N1CCNCC1 (N-benzyl-piperazine dihydrochloride). Solvent: CC(=O)C (acetone). The product is Cl.Cl.C(C1=CC=CC=C1)N1CCN(CC1)CC(=O)C1=CC=CC=C1 (N1-benzyl-N4-phenacyl piperazine dihydrochloride). The yield is 67.0%. Reaction SMILES: [ClH:1].Cl.[CH2:3]([N:10]1[CH2:15][CH2:14][NH:13][CH2:12][CH2:11]1)[C:4]1[CH:9]=[CH:8][CH:7]=[CH:6][CH:5]=1.[Cl:16][CH2:17][C:18]([C:20]1[CH:25]=[CH:24][CH:23]=[CH:22][CH:21]=1)=[O:19].C([O-])([O-])=O.[K+].[K+]>CC(C)=O>[ClH:16].[ClH:1].[CH2:3]([N:10]1[CH2:15][CH2:14][N:13]([CH2:17][C:18]([C:20]2[CH:25]=[CH:24][CH:23]=[CH:22][CH:21]=2)=[O:19])[CH2:12][CH2:11]1)[C:4]1[CH:5]=[CH:6][CH:7]=[CH:8][CH:9]=1 |f:0.1.2,4.5.6,8.9.10|. Reported procedure: A mixture of N-benzyl-piperazine dihydrochloride (20 mmol, prepared by using the general preparation 3, yield 70%), 2-chloro-1-phenylethanone (24 mmol), K2CO3 (70 mmol) and KI(2 mmol) in 100 ml of acetone was treated according to the general preparation 2 to give N1-benzyl-N4-phenacyl piperazine dihydrochloride (67%). Reactants: OC1=CC=C(C=O)C=C1 (p-hydroxybenzaldehyde), S1C(NC(C1)=O)=O (thiazolidine-2,4-dione), C(C)(=O)[O-].[Na+] (sodium acetate), C(C)(=O)OC(C)=O (acetic anhydride). Solvent: O (water), CC(=O)N(C)C (dimethylacetamide), CC(=O)N(C)C (dimethylacetamide). Reaction conditions: time 1 hour. Yields the product C(C)(=O)OC1=CC=C(C=C2C(NC(S2)=O)=O)C=C1 (5-(4-Acetoxybenzylidene)thiazolidine-2,4-dione). Isolated yield 90.5%. Reaction SMILES: [OH:1][C:2]1[CH:9]=[CH:8][C:5]([CH:6]=O)=[CH:4][CH:3]=1.[S:10]1[CH2:14][C:13](=[O:15])[NH:12][C:11]1=[O:16].[C:17]([O-])(=[O:19])[CH3:18].[Na+].C(OC(=O)C)(=O)C>O.CC(N(C)C)=O>[C:17]([O:1][C:2]1[CH:9]=[CH:8][C:5]([CH:6]=[C:14]2[S:10][C:11](=[O:16])[NH:12][C:13]2=[O:15])=[CH:4][CH:3]=1)(=[O:19])[CH3:18] |f:2.3|. Procedure details: A mixture comprising 200 g of p-hydroxybenzaldehyde, 229 g of thiazolidine-2,4-dione, 280 g of sodium acetate and 660 ml of dimethylacetamide was stirred at 150° for one hour. It was then cooled, and 540 ml of dimethylacetamide and 370 ml of acetic anhydride were added to the reaction mixture. The resulting mixture was then stirred at 50° C. for 1.5 hours, after which it was poured into water. The solid which precipitated was collected by filtration, washed with water, and dried over anhydrous s... Reactants: CC(C(=O)N)(C)C (2,2,2-trimethylacetamide), C(C(=O)Cl)(=O)Cl (oxalyl chloride), NC1=CC=C(C=N1)OC1=CC(=NC=C1)NC(=O)N1C[C@@H](CC1)N(C)C ((R)—N-(4-((6-aminopyridin-3-yl)oxy)pyridin-2-yl)-3-(dimethylamino)pyrrolidine-1-carboxamide), N1=CC=CC=C1 (pyridine). Solvent: ClCCCl (DCE), C1CCOC1 (THF). Run at temperature 100 celsius, time 8 hour. Yields the product CN([C@H]1CN(CC1)C(=O)NC1=NC=CC(=C1)OC=1C=NC(=CC1)NC(=O)NC(C(C)(C)C)=O)C ((R)-3-(dimethylamino)-N-(4-((6-(3-pivaloylureido)pyridin-3-yl)oxy)pyridin-2-yl)pyrrolidine-1-carboxamide). Yield: 34.0%. Reaction SMILES: [CH3:1][C:2]([CH3:7])([CH3:6])[C:3]([NH2:5])=[O:4].C(Cl)(=O)[C:9](Cl)=[O:10].[NH2:14][C:15]1[N:20]=[CH:19][C:18]([O:21][C:22]2[CH:27]=[CH:26][N:25]=[C:24]([NH:28][C:29]([N:31]3[CH2:35][CH2:34][C@@H:33]([N:36]([CH3:38])[CH3:37])[CH2:32]3)=[O:30])[CH:23]=2)=[CH:17][CH:16]=1.N1C=CC=CC=1>ClCCCl.C1COCC1>[CH3:37][N:36]([CH3:38])[C@@H:33]1[CH2:34][CH2:35][N:31]([C:29]([NH:28][C:24]2[CH:23]=[C:22]([O:21][C:18]3[CH:19]=[N:20][C:15]([NH:14][C:9]([NH:5][C:3](=[O:4])[C:2]([CH3:7])([CH3:6])[CH3:1])=[O:10])=[CH:16][CH:17]=3)[CH:27]=[CH:26][N:25]=2)=[O:30])[CH2:32]1. Procedure details: A solution of 2,2,2-trimethylacetamide (0.248 g, 2.453 mmol) in DCE (5 mL) was treated with oxalyl chloride (0.197 mL, 2.331 mmol), heated at 100° C. for 1 h, cooled to RT, added drop-wise to a solution of (R)—N-(4-((6-aminopyridin-3-yl)oxy)pyridin-2-yl)-3-(dimethylamino)pyrrolidine-1-carboxamide (0.600 g, 1.752 mmol) and pyridine (0.198 mL, 2.453 mmol) in THF (10 mL) and stirred at RT overnight. The mixture was concentrated to dryness, treated with satd. NH4Cl, extracted with EtOAc (4×) and the... The reactants are ClCCCOC1=C(C=C2C(=NC=NC2=C1)O)OC (7-(3-chloro-propoxy)-6-methoxy-quinazolin-4-ol), P(=O)(Cl)(Cl)Cl (phosphorous oxychloride). Run in C1(=CC=CC=C1)C (toluene). Run at temperature 125 celsius. Yields the product ClC1=NC=NC2=CC(=C(C=C12)OC)OCCCCl (4-chloro-7-(3-chloro-propoxy)-6-methoxy-quinazoline). Isolated yield 78.0%. As a reaction SMILES: [Cl:1][CH2:2][CH2:3][CH2:4][O:5][C:6]1[CH:15]=[C:14]2[C:9]([C:10](O)=[N:11][CH:12]=[N:13]2)=[CH:8][C:7]=1[O:17][CH3:18].P(Cl)(Cl)([Cl:21])=O>C1(C)C=CC=CC=1>[Cl:21][C:10]1[C:9]2[C:14](=[CH:15][C:6]([O:5][CH2:4][CH2:3][CH2:2][Cl:1])=[C:7]([O:17][CH3:18])[CH:8]=2)[N:13]=[CH:12][N:11]=1. Procedure: To a solution of the intermediate from Step 4 (3.00 g, 11.16 mmol) in toluene (30 mL) in a pressure vessel was added phosphorous oxychloride (8 mL). The mixture was heated to 125° C. for 5 hours. Completion of the reaction was monitored by LCMS. The mixture was concentrated to dryness and excess ethyl acetate was added. The solution was washed with water and brine and was dried (Na2SO4) and concentrated to afford the pure compound 4-chloro-7-(3-chloro-propoxy)-6-methoxy-quinazoline (2.51 g, 78%)... Reactants: Brc1nccs1, C1COCCO1, OCC(O)CN1CCNCC1. Yields the product OCC(O)CN1CCN(c2nccs2)CC1. RXN SMILES: [Br:12][c:13]1[s:14][cH:15][cH:16][n:17]1.[O:18]1[CH2:19][CH2:20][O:21][CH2:22][CH2:23]1.[OH:1][CH:2]([CH2:3][N:4]1[CH2:5][CH2:6][NH:7][CH2:8][CH2:9]1)[CH2:10][OH:11]>>[OH:1][CH:2]([CH2:3][N:4]1[CH2:5][CH2:6][N:7]([c:13]2[s:14][cH:15][cH:16][n:17]2)[CH2:8][CH2:9]1)[CH2:10][OH:11]. The reactants are C(CC(=O)O)(=O)O.C(C)[K] (Ethyl potassium malonate), [Mg+2].[Cl-].[Cl-] (MgCl2), C1(CCCCC1)CC1N(CCC(C1)C(=O)O)C(=O)OC (2-(Cyclohexylmethyl)-1-(methoxycarbonyl)piperidine-4-carboxylic acid), C1(CCCCC1)CC1N(CCC(C1)C(=O)O)C(=O)OC (2-(Cyclohexylmethyl)-1-(methoxycarbonyl)piperidine-4-carboxylic acid), C(=O)(N1C=NC=C1)N1C=NC=C1 (carbonyldiimidazole). Run in C1CCOC1 (THF), C1CCOC1 (THF). Run at temperature 50 celsius, time 4 hour. Product: C1(CCCCC1)C[C@@H]1N(CC[C@H](C1)C(CC(=O)OCC)=O)C(=O)OC (trans-methyl 2-(cyclohexylmethyl)-4-(3-ethoxy-3-oxopropanoyl)piperidine-1-carboxylate), C1(CCCCC1)C[C@@H]1N(CC[C@@H](C1)C(CC(=O)OCC)=O)C(=O)OC (cis-methyl 2-(cyclohexylmethyl)-4-(3-ethoxy-3-oxopropanoyl)piperidine-1-carboxylate). Isolated yield 53.0%. Reaction SMILES: [C:1]([OH:7])(=[O:6])[CH2:2][C:3]([OH:5])=[O:4].[CH2:8]([K])[CH3:9].[Mg+2].[Cl-].[Cl-].[CH:14]1([CH2:20][CH:21]2[CH2:26][CH:25]([C:27]([OH:29])=O)[CH2:24][CH2:23][N:22]2[C:30]([O:32][CH3:33])=[O:31])[CH2:19][CH2:18][CH2:17][CH2:16][CH2:15]1.C(N1C=CN=C1)(N1[CH:40]=[CH:39]N=C1)=O>C1COCC1>[CH:14]1([CH2:20][C@H:21]2[CH2:26][C@H:25]([C:3](=[O:5])[CH2:2][C:1]([O:7][CH2:8][CH3:9])=[O:6])[CH2:24][CH2:23][N:22]2[C:30]([O:32][CH3:33])=[O:31])[CH2:15][CH2:16][CH2:17][CH2:18][CH2:19]1.[CH:14]1([CH2:20][C@H:21]2[CH2:26][C@@H:25]([C:27](=[O:29])[CH2:2][C:3]([O:5][CH2:39][CH3:40])=[O:4])[CH2:24][CH2:23][N:22]2[C:30]([O:32][CH3:33])=[O:31])[CH2:15][CH2:16][CH2:17][CH2:18][CH2:19]1 |f:0.1,2.3.4|. Procedure: Ethyl potassium malonate (1.75 g, 10.3 mmol) and MgCl2 (0.665 g, 6.88 mmol) were added to dry THF (50 mL). The reaction flask was stirred vigorously 4 h at 50° C. (flask 1). 2-(Cyclohexylmethyl)-1-(methoxycarbonyl)piperidine-4-carboxylic acid (1.95 g, 6.88 mmol) (Reference Compound 8) and carbonyldiimidazole (1.34 g, 8.26 mmol) were added to dry THF (50 mL) at 5° C. (flask 2). The contents of flask 2 was added to flask 1 at room temperature. The reaction mixture was evaporated to remove most of ... The reactants are CN(C)C=O, [Cl-], [H-], CI, CC(C)(C)OC(=O)Nc1ccc(-c2cc(=O)c3c(N)c(F)cc(F)c3o2)cc1F, [NH4+], [Na+]. Yields the product CN(C(=O)OC(C)(C)C)c1ccc(-c2cc(=O)c3c(N)c(F)cc(F)c3o2)cc1F. RXN SMILES: [CH3:36][N:37]([CH3:38])[CH:39]=[O:40].[Cl-:34].[H-:30].[I:32][CH3:33].[NH2:1][c:2]1[c:3]([F:29])[cH:4][c:5]([F:28])[c:6]2[c:7]1[c:8](=[O:27])[cH:9][c:10](-[c:12]1[cH:13][c:14]([F:26])[c:15]([NH:18][C:19](=[O:20])[O:21][C:22]([CH3:23])([CH3:24])[CH3:25])[cH:16][cH:17]1)[o:11]2.[NH4+:35].[Na+:31]>>[NH2:1][c:2]1[c:3]([F:29])[cH:4][c:5]([F:28])[c:6]2[c:7]1[c:8](=[O:27])[cH:9][c:10](-[c:12]1[cH:13][c:14]([F:26])[c:15]([N:18]([C:19](=[O:20])[O:21][C:22]([CH3:23])([CH3:24])[CH3:25])[CH3:33])[cH:16][cH:17]1)[o:11]2.